Dataset: the Open Reaction Database (ORD), a public repository of structured organic reaction records. Task: describe an organic reaction: reactants, conditions, products, and yield The reactants are C(C)(C)(C)OC([C@@H](NC(C1=CC=C(C=C1)NC(CCSCC(COCCCCCCCCCCCCCCCCCC)OCCCCCCCCCCCCCCCCCC)=O)=O)CCC(=O)OC(C)(C)C)=O ((4-(6,7-bis(stearyloxy)-4-thiaheptanoylamino)benzoyl)glutamic acid di-t-butyl ester), Example 25, FC(C(=O)O)(F)F (trifiuoroacetic acid). Reaction conditions: time 24 hour. Yields the product C(CCCCCCCCCCCCCCCCC)OC(CSCCC(=O)NC1=CC=C(C(=O)N[C@@H](CCC(=O)O)C(=O)O)C=C1)COCCCCCCCCCCCCCCCCCC ((4-(6,7-bis(stearyloxy)-4-thiaheptanoylamino)benzoyl)glutamic acid). Isolated yield 94.0%. As a reaction SMILES: C([O:5][C:6](=[O:73])[C@H:7]([CH2:64][CH2:65][C:66]([O:68]C(C)(C)C)=[O:67])[NH:8][C:9](=[O:63])[C:10]1[CH:15]=[CH:14][C:13]([NH:16][C:17](=[O:62])[CH2:18][CH2:19][S:20][CH2:21][CH:22]([O:43][CH2:44][CH2:45][CH2:46][CH2:47][CH2:48][CH2:49][CH2:50][CH2:51][CH2:52][CH2:53][CH2:54][CH2:55][CH2:56][CH2:57][CH2:58][CH2:59][CH2:60][CH3:61])[CH2:23][O:24][CH2:25][CH2:26][CH2:27][CH2:28][CH2:29][CH2:30][CH2:31][CH2:32][CH2:33][CH2:34][CH2:35][CH2:36][CH2:37][CH2:38][CH2:39][CH2:40][CH2:41][CH3:42])=[CH:12][CH:11]=1)(C)(C)C.FC(F)(F)C(O)=O>>[CH2:44]([O:43][CH:22]([CH2:23][O:24][CH2:25][CH2:26][CH2:27][CH2:28][CH2:29][CH2:30][CH2:31][CH2:32][CH2:33][CH2:34][CH2:35][CH2:36][CH2:37][CH2:38][CH2:39][CH2:40][CH2:41][CH3:42])[CH2:21][S:20][CH2:19][CH2:18][C:17]([NH:16][C:13]1[CH:12]=[CH:11][C:10]([C:9]([NH:8][C@H:7]([C:6]([OH:73])=[O:5])[CH2:64][CH2:65][C:66]([OH:68])=[O:67])=[O:63])=[CH:15][CH:14]=1)=[O:62])[CH2:45][CH2:46][CH2:47][CH2:48][CH2:49][CH2:50][CH2:51][CH2:52][CH2:53][CH2:54][CH2:55][CH2:56][CH2:57][CH2:58][CH2:59][CH2:60][CH3:61]. Procedure: To (4-(6,7-bis(stearyloxy)-4-thiaheptanoylamino)benzoyl)glutamic acid di-t-butyl ester as obtained in Example 25 (75 mg), trifiuoroacetic acid (5 ml) was added, followed by stirring at room temperature for 24 hours. The mixture was concentrated to yield the title compound (64 mg, yield 94%) as a colorless crystal.